This data is from the Open Reaction Database (ORD), a public repository of structured organic reaction records. The task is: describe an organic reaction: reactants, conditions, products, and yield The reactants are BrCc1ccc(Br)cc1, CS(C)=O, [H-], [Na+], O, NCCCNc1ccccn1. Yields the product NCCCN(Cc1ccc(Br)cc1)c1ccccn1. Reaction SMILES: [Br:14][c:15]1[cH:16][cH:17][c:18]([CH2:19][Br:20])[cH:21][cH:22]1.[CH3:24][S:25]([CH3:26])=[O:27].[H-:1].[Na+:2].[OH2:23].[n:3]1[c:4]([NH:9][CH2:10][CH2:11][CH2:12][NH2:13])[cH:5][cH:6][cH:7][cH:8]1>>[n:3]1[c:4]([N:9]([CH2:10][CH2:11][CH2:12][NH2:13])[CH2:19][c:18]2[cH:17][cH:16][c:15]([Br:14])[cH:22][cH:21]2)[cH:5][cH:6][cH:7][cH:8]1. Starting materials: C(C)(C)C1=CC=C(NCC2=CC(=C(C(=C2)OC)OC)OC)C=C1 (4-Isopropyl-N-(3,4,5,-trimethoxybenzyl)aniline), Cl.CC1=CC=C(NCC2=CC(=C(C(=C2)OC)OC)OC)C=C1 (4-Methyl-N-(3,4,5-trimethoxybenzyl)aniline Hydrochloride). Product: Cl.C(C)(C)C1=CC=C(NCC2=CC(=C(C(=C2)OC)OC)OC)C=C1 (4-Isopropyl-N-(3,4,5-trimethoxybenzyl)aniline Hydrochloride). The yield is 65.9%. RXN SMILES: [CH:1]([C:4]1[CH:23]=[CH:22][C:7]([NH:8][CH2:9][C:10]2[CH:15]=[C:14]([O:16][CH3:17])[C:13]([O:18][CH3:19])=[C:12]([O:20][CH3:21])[CH:11]=2)=[CH:6][CH:5]=1)([CH3:3])[CH3:2].[ClH:24].CC1C=CC(NCC2C=C(OC)C(OC)=C(OC)C=2)=CC=1>>[ClH:24].[CH:1]([C:4]1[CH:23]=[CH:22][C:7]([NH:8][CH2:9][C:10]2[CH:15]=[C:14]([O:16][CH3:17])[C:13]([O:18][CH3:19])=[C:12]([O:20][CH3:21])[CH:11]=2)=[CH:6][CH:5]=1)([CH3:3])[CH3:2] |f:1.2,3.4|. Procedure: From 109f (6.0 g, 18.9 mmol), a similar procedure as described for 110a gave 110f (4.4 g, 65.9%), as yellow crystals: mp 160°-2° C. after recrystallization from methanol:ethanol:water. 1H NMR (200 MHz, CDCl3) δ7.35 (d, J=8 Hz, 2H), 7.29 (d, J=8 Hz, 2H), 6.92 (s, 2H), 4.37 (s, 2H), 3.73 (s, 6H), 3.63 (s, 3H), 2.88 (h, J=6 Hz, 1H), 1.17 (d, J=6 Hz, 6H). Anal. (C19H26ClNO3) C, H, N. The reactants are CC1=C(NC2=C1C(N(CC2)CCN2CCCC2)=O)C=O (3-methyl-4-oxo-5-(2-pyrrolidin-1-yl-ethyl)-4,5,6,7-tetrahydro-1H-pyrrolo[3,2-c]pyridine-2-carbaldehyde), FC=1C=C2CC(NC2=CC1NC(COC)=O)=O (N-(5-fluoro-2-oxo-2,3-dihydro-1H-indol-6-yl)-2-methoxy-acetamide). The product is FC=1C=C2C(C(NC2=CC1NC(COC)=O)=O)=CC1=C(C=2C(N(CCC2N1)CCN1CCCC1)=O)C (N-{5-fluoro-3-[3-methyl-4-oxo-5-(2-pyrrolidin-1-yl-ethyl)-4,5,6,7-tetrahydro-1H-pyrrolo[3,2-c]pyridin-2-ylmethylene]-2-oxo-2,3-dihydro-1H-indol-6-yl}-2-methoxy-acetamide). Yield: 81.7%. As a reaction SMILES: [CH3:1][C:2]1[C:6]2[C:7](=[O:18])[N:8]([CH2:11][CH2:12][N:13]3[CH2:17][CH2:16][CH2:15][CH2:14]3)[CH2:9][CH2:10][C:5]=2[NH:4][C:3]=1[CH:19]=O.[F:21][C:22]1[CH:23]=[C:24]2[C:28](=[CH:29][C:30]=1[NH:31][C:32](=[O:36])[CH2:33][O:34][CH3:35])[NH:27][C:26](=[O:37])[CH2:25]2>>[F:21][C:22]1[CH:23]=[C:24]2[C:28](=[CH:29][C:30]=1[NH:31][C:32](=[O:36])[CH2:33][O:34][CH3:35])[NH:27][C:26](=[O:37])[C:25]2=[CH:19][C:3]1[NH:4][C:5]2[CH2:10][CH2:9][N:8]([CH2:11][CH2:12][N:13]3[CH2:14][CH2:15][CH2:16][CH2:17]3)[C:7](=[O:18])[C:6]=2[C:2]=1[CH3:1]. Procedure: The title compound was prepared under the same conditions as described in Example 13 with 3-methyl-4-oxo-5-(2-pyrrolidin-1-yl-ethyl)-4,5,6,7-tetrahydro-1H-pyrrolo[3,2-c]pyridine-2-carbaldehyde and N-(5-fluoro-2-oxo-2,3-dihydro-1H-indol-6-yl)-2-methoxy-acetamide as starting materials to give N-{5-fluoro-3-[3-methyl-4-oxo-5-(2-pyrrolidin-1-yl-ethyl)-4,5,6,7-tetrahydro-1H-pyrrolo[3,2-c]pyridin-2-ylmethylene]-2-oxo-2,3-dihydro-1H-indol-6-yl}-2-methoxy-acetamide (51 mg, 81.7%) as a brown solid. Starting materials: CC(C)(C)[Si](C)(C)Oc1cccc(Nc2cc(Oc3ccc([N+](=O)[O-])cc3)ncn2)c1, C1CCOC1, CCO. Yields the product CC(C)(C)[Si](C)(C)Oc1cccc(Nc2cc(Oc3ccc(N)cc3)ncn2)c1. RXN SMILES: [C:1]([CH3:2])([CH3:3])([CH3:4])[Si:5]([O:6][c:7]1[cH:8][c:9]([NH:13][c:14]2[n:15][cH:16][n:17][c:18]([O:20][c:21]3[cH:22][cH:23][c:24]([N+:27]([O-:28])=[O:29])[cH:25][cH:26]3)[cH:19]2)[cH:10][cH:11][cH:12]1)([CH3:30])[CH3:31].[CH2:35]1[O:36][CH2:37][CH2:38][CH2:39]1.[CH3:32][CH2:33][OH:34]>>[C:1]([CH3:2])([CH3:3])([CH3:4])[Si:5]([O:6][c:7]1[cH:8][c:9]([NH:13][c:14]2[n:15][cH:16][n:17][c:18]([O:20][c:21]3[cH:22][cH:23][c:24]([NH2:27])[cH:25][cH:26]3)[cH:19]2)[cH:10][cH:11][cH:12]1)([CH3:30])[CH3:31]. The reactants are CS(=O)(=O)OCCOC1=CC(=CC=C1)C1=CC(=NN1C1=CC(=CC=C1)Cl)C(=O)N1CNC(C1)=O (2-(3-{1-(3-Chlorophenyl)-3-[(4-oxoimidazolidin-1-yl)carbonyl]-1H-pyrazol-5-yl}phenoxy)ethyl methanesulfonate), CN (methylamine), C(=O)O.ClC=1C=C(C=CC1)N1N=C(C=C1C1=CC(=CC=C1)OCCCN(C)C)C(=O)N1CNC(C1)=O (1-{[1-(3-Chlorophenyl)-5-{3-[3-(dimethylamino)propoxy]phenyl}-1H-pyrazol-3-yl]carbonyl}imidazolidin-4-one formate). Solvent: O1CCCC1 (tetrahydrofuran). Product: C(=O)O.ClC=1C=C(C=CC1)N1N=C(C=C1C1=CC(=CC=C1)OCCNC)C(=O)N1CNC(C1)=O (1-{[1-(3-Chlorophenyl)-5-{3-[2-(methylamino)ethoxy]phenyl}-1H-pyrazol-3-yl]carbonyl}imidazolidin-4-one formate). RXN SMILES: CS(O[CH2:6][CH2:7][O:8][C:9]1[CH:14]=[CH:13][CH:12]=[C:11]([C:15]2[N:19]([C:20]3[CH:25]=[CH:24][CH:23]=[C:22]([Cl:26])[CH:21]=3)[N:18]=[C:17]([C:27]([N:29]3[CH2:33][C:32](=[O:34])[NH:31][CH2:30]3)=[O:28])[CH:16]=2)[CH:10]=1)(=O)=O.CN.[CH:37]([OH:39])=[O:38].ClC1C=[C:43]([N:47]2C(C3C=CC=C(OCCCN(C)C)C=3)=CC(C(N3CC(=O)NC3)=O)=N2)C=CC=1>O1CCCC1>[CH:37]([OH:39])=[O:38].[Cl:26][C:22]1[CH:21]=[C:20]([N:19]2[C:15]([C:11]3[CH:12]=[CH:13][CH:14]=[C:9]([O:8][CH2:7][CH2:6][NH:47][CH3:43])[CH:10]=3)=[CH:16][C:17]([C:27]([N:29]3[CH2:33][C:32](=[O:34])[NH:31][CH2:30]3)=[O:28])=[N:18]2)[CH:25]=[CH:24][CH:23]=1 |f:2.3,5.6|. Procedure: The preparation of the title compound takes place starting from the compound of Example 121A and methylamine without the addition of tetrahydrofuran in analogy to the synthesis of the compound of Example 29. 26 mg (26% of theory) of the title compound are obtained. Reactants: CCN(C(C)C)C(C)C, C1CCOC1, CCN=C=NCCCN(C)C, O=C(O)c1ccc(OCc2c(-c3ccc(Cl)cc3)noc2CO)nc1, Cl, NCC(F)(F)F, O, On1nnc2ccccc21. Product: O=C(NCC(F)(F)F)c1ccc(OCc2c(-c3ccc(Cl)cc3)noc2CO)nc1. RXN SMILES: [CH2:43]([N:44]([CH:45]([CH3:46])[CH3:47])[CH:48]([CH3:49])[CH3:50])[CH3:51].[CH2:64]1[O:65][CH2:66][CH2:67][CH2:68]1.[CH3:53][N:54]([CH3:55])[CH2:56][CH2:57][CH2:58][N:59]=[C:60]=[N:61][CH2:62][CH3:63].[Cl:1][c:2]1[cH:3][cH:4][c:5](-[c:8]2[n:9][o:10][c:11]([CH2:24][OH:25])[c:12]2[CH2:13][O:14][c:15]2[n:16][cH:17][c:18]([C:19](=[O:20])[OH:21])[cH:22][cH:23]2)[cH:6][cH:7]1.[ClH:52].[F:26][C:27]([CH2:28][NH2:29])([F:30])[F:31].[OH2:32].[OH:33][n:34]1[c:35]2[cH:36][cH:37][cH:38][cH:39][c:40]2[n:41][n:42]1>>[Cl:1][c:2]1[cH:3][cH:4][c:5](-[c:8]2[n:9][o:10][c:11]([CH2:24][OH:25])[c:12]2[CH2:13][O:14][c:15]2[n:16][cH:17][c:18]([C:19](=[O:21])[NH:29][CH2:28][C:27]([F:26])([F:30])[F:31])[cH:22][cH:23]2)[cH:6][cH:7]1. Reactants: C1(CC1)C1=NC2=C(N1C)C=C(C=C2)N2C(C=C(C=C2)OCC=2SC(=C(C2)F)F)=O (1-(2-cyclopropyl-1-methyl-1H-benzimidazol-6-yl)-4-((4,5-difluoro-2-thienyl)methoxy)pyridin-2(1H)-one), BrC=1C=C(SC1F)COC1=CC(N(C=C1)C=1C=CC2=C(N(C(=N2)C2CC2)C)C1)=O (4-((4-bromo-5-fluoro-2-thienyl)methoxy)-1-(2-cyclopropyl-1-methyl-1H-benzimidazol-6-yl)pyridin-2(1H)-one). Procedure details: A mixture of the title compound, 1-(2-cyclopropyl-1-methyl-1H-benzimidazol-6-yl)-4-((4,5-difluoro-2-thienyl)methoxy)pyridin-2(1H)-one and 4-((4-bromo-5-fluoro-2-thienyl)methoxy)-1-(2-cyclopropyl-1-methyl-1H-benzimidazol-6-yl)pyridin-2(1H)-one obtained in step D in example 219 was subjected to HPLC separation (C18, mobile phase: H2O/CH3CN (0.1% TFA included)). The solution was neutralized with saturated Na2CO3 solution and extracted with EtOAc. The organic layer was separated, washed with water a... As a reaction SMILES: C1(C2N(C)C3C=C(N4C=CC(OCC5SC(F)=C(F)C=5)=CC4=O)C=CC=3N=2)CC1.[Br:30][C:31]1[CH:32]=[C:33]([CH2:37][O:38][C:39]2[CH:44]=[CH:43][N:42]([C:45]3[CH:46]=[CH:47][C:48]4[N:52]=[C:51]([CH:53]5[CH2:55][CH2:54]5)[N:50]([CH3:56])[C:49]=4[CH:57]=3)[C:41](=[O:58])[CH:40]=2)[S:34][C:35]=1F>>[Br:30][C:31]1[CH:32]=[C:33]([CH2:37][O:38][C:39]2[CH:44]=[CH:43][N:42]([C:45]3[CH:46]=[CH:47][C:48]4[N:52]=[C:51]([CH:53]5[CH2:54][CH2:55]5)[N:50]([CH3:56])[C:49]=4[CH:57]=3)[C:41](=[O:58])[CH:40]=2)[S:34][CH:35]=1. The product is BrC=1C=C(SC1)COC1=CC(N(C=C1)C=1C=CC2=C(N(C(=N2)C2CC2)C)C1)=O (4-((4-Bromo-2-thienyl)methoxy)-1-(2-cyclopropyl-1-methyl-1H-benzimidazol-6-yl)pyridin-2(1H)-one). Reactants: CCc1cnn(C2CC(n3cnc4c(NCC(c5ccccc5)c5ccccc5)nc(N5CCC(NC(=O)OC(C)(C)C)C5)nc43)C(O)C2O)c1, C1COCCO1, CO, Cl. The product is CCc1cnn(C2CC(n3cnc4c(NCC(c5ccccc5)c5ccccc5)nc(N5CCC(N)C5)nc43)C(O)C2O)c1. Reaction SMILES: [C:1]([O:2][C:3](=[O:4])[NH:7][CH:8]1[CH2:9][N:10]([c:13]2[n:14][c:15]([NH:36][CH2:37][CH:38]([c:39]3[cH:40][cH:41][cH:42][cH:43][cH:44]3)[c:45]3[cH:46][cH:47][cH:48][cH:49][cH:50]3)[c:16]3[n:17][cH:18][n:19]([CH:22]4[CH:23]([OH:35])[CH:24]([OH:34])[CH:25]([n:27]5[n:28][cH:29][c:30]([CH2:32][CH3:33])[cH:31]5)[CH2:26]4)[c:20]3[n:21]2)[CH2:11][CH2:12]1)([CH3:5])([CH3:6])[CH3:51].[CH2:55]1[O:56][CH2:57][CH2:58][O:59][CH2:60]1.[CH3:53][OH:54].[ClH:52]>>[NH2:7][CH:8]1[CH2:9][N:10]([c:13]2[n:14][c:15]([NH:36][CH2:37][CH:38]([c:39]3[cH:40][cH:41][cH:42][cH:43][cH:44]3)[c:45]3[cH:46][cH:47][cH:48][cH:49][cH:50]3)[c:16]3[n:17][cH:18][n:19]([CH:22]4[CH:23]([OH:35])[CH:24]([OH:34])[CH:25]([n:27]5[n:28][cH:29][c:30]([CH2:32][CH3:33])[cH:31]5)[CH2:26]4)[c:20]3[n:21]2)[CH2:11][CH2:12]1.